This data is from the Open Reaction Database (ORD), a public repository of structured organic reaction records. The task is: describe an organic reaction: reactants, conditions, products, and yield Reactants: CCOC(=O)C(Cl)C(=O)c1ccccc1, C1CCOC1, CCO, [H-], [Na+], O=C(O)c1ccccc1F. The product is CCOC(=O)C(OC(=O)c1ccccc1F)C(=O)c1ccccc1. As a reaction SMILES: [CH2:13]([CH3:14])[O:15][C:16]([CH:17]([C:18]([c:19]1[cH:20][cH:21][cH:22][cH:23][cH:24]1)=[O:25])[Cl:26])=[O:27].[CH2:28]1[O:29][CH2:30][CH2:31][CH2:32]1.[CH3:33][CH2:34][OH:35].[H-:11].[Na+:12].[OH:1][C:2](=[O:3])[c:4]1[cH:5][cH:6][cH:7][cH:8][c:9]1[F:10]>>[O:1]=[C:2]([O:3][CH:17]([C:16]([O:15][CH2:13][CH3:14])=[O:27])[C:18]([c:19]1[cH:20][cH:21][cH:22][cH:23][cH:24]1)=[O:25])[c:4]1[cH:5][cH:6][cH:7][cH:8][c:9]1[F:10]. Starting materials: Cl.COC=1C=C(C=CC1OC)C=1C(C(N(N1)C1CCNCC1)=O)(C)C (5-(3,4-dimethoxyphenyl)-4,4-dimethyl-2-(piperidin-4-yl)-2,4-dihydro-3H-pyrazol-3-one hydrochloride), Cl.COC=1C=C(C=CC1OC)C=1C(C(N(N1)C1CCNCC1)=O)(C)C (5-(3,4-dimethoxyphenyl)-4,4-dimethyl-2-(piperidin-4-yl)-2,4-dihydro-3H-pyrazol-3-one hydrochloride), CC(C)C1=CC=C(C=C1)S(=O)(=O)Cl (4-(propan-2-yl)benzenesulfonyl chloride). Product: COC=1C=C(C=CC1OC)C=1C(C(N(N1)C1CCN(CC1)S(=O)(=O)C1=CC=C(C=C1)C(C)C)=O)(C)C (5-(3,4-Dimethoxyphenyl)-4,4-dimethyl-2-(1-{[4-(propan-2-yl)phenyl]sulfonyl}piperidin-4-yl)-2,4-dihydro-3H-pyrazol-3-one). As a reaction SMILES: Cl.[CH3:2][O:3][C:4]1[CH:5]=[C:6]([C:12]2[C:13]([CH3:25])([CH3:24])[C:14](=[O:23])[N:15]([CH:17]3[CH2:22][CH2:21][NH:20][CH2:19][CH2:18]3)[N:16]=2)[CH:7]=[CH:8][C:9]=1[O:10][CH3:11].[CH3:26][CH:27]([C:29]1[CH:34]=[CH:33][C:32]([S:35](Cl)(=[O:37])=[O:36])=[CH:31][CH:30]=1)[CH3:28]>>[CH3:2][O:3][C:4]1[CH:5]=[C:6]([C:12]2[C:13]([CH3:25])([CH3:24])[C:14](=[O:23])[N:15]([CH:17]3[CH2:22][CH2:21][N:20]([S:35]([C:32]4[CH:33]=[CH:34][C:29]([CH:27]([CH3:28])[CH3:26])=[CH:30][CH:31]=4)(=[O:37])=[O:36])[CH2:19][CH2:18]3)[N:16]=2)[CH:7]=[CH:8][C:9]=1[O:10][CH3:11] |f:0.1|. Reported procedure: The title compound is prepared analogously as described for GP1 using 5-(3,4-dimethoxyphenyl)-4,4-dimethyl-2-(piperidin-4-yl)-2,4-dihydro-3H-pyrazol-3-one (compound B1) and 4-(propan-2-yl)benzenesulfonyl chloride as starting compounds. The crude product is purified by crystallization from EA and diethyl ether to yield the title compound. The reactants are N1(CC[C@@H]2[C@@H](NC=3C=CC=CC3[C@@H]21)C(=O)OCC)C(=O)OC(C)(C)C (1-tert-butyl 4-ethyl (3aR*,4R*,9bR*)-2,3,3a,4,5,9b-hexahydro-1H-pyrrolo[3,2-c]quinoline-1,4-dicarboxylate), C(O)([O-])=O.[Na+] (sodium hydrogen carbonate), [Cl-].[Ca+2].[Cl-] (calcium chloride), [BH4-].[Na+] (sodium borohydride). Run in O1CCCC1 (tetrahydrofuran), C(C)(=O)OCC (ethyl acetate), O1C(CCC1)CCO (tetrahydrofuran-ethanol). Conditions: time 30 minute. Yields the product OC[C@@H]1NC=2C=CC=CC2[C@H]2[C@@H]1CCN2C(=O)OC(C)(C)C (tert-Butyl (3aR*,4R*,9bR*)-4-(hydroxymethyl)-2,3,3a,4,5,9b-hexahydro-1H-pyrrolo[3,2-c]quinoline-1-carboxylate). Yield: 2.3%. As a reaction SMILES: [Cl-].[Ca+2].[Cl-].[BH4-].[Na+].[N:6]1([C:24]([O:26][C:27]([CH3:30])([CH3:29])[CH3:28])=[O:25])[C@@H:18]2[C@@H:9]([C@H:10]([C:19](OCC)=[O:20])[NH:11][C:12]3[CH:13]=[CH:14][CH:15]=[CH:16][C:17]=32)[CH2:8][CH2:7]1.C(=O)([O-])O.[Na+]>O1CCCC1CCO.O1CCCC1.C(OCC)(=O)C>[OH:20][CH2:19][C@H:10]1[C@H:9]2[CH2:8][CH2:7][N:6]([C:24]([O:26][C:27]([CH3:30])([CH3:29])[CH3:28])=[O:25])[C@H:18]2[C:17]2[CH:16]=[CH:15][CH:14]=[CH:13][C:12]=2[NH:11]1 |f:0.1.2,3.4,6.7|. Procedure: To a solution of calcium chloride (12.5 g, 113.1 mmol) in a mixture of tetrahydrofuran-ethanol (200 ml-200 ml) was added sodium borohydride (8.5 g, 226.2 mmol) at 0° C. and the mixture was stirred for 30 min. A solution of 1-tert-butyl 4-ethyl (3aR*,4R*,9bR*)-2,3,3a,4,5,9b-hexahydro-1H-pyrrolo[3,2-c]quinoline-1,4-dicarboxylate (14.6 g, 46.6 mmol) in tetrahydrofuran (50 ml) was added at 0° C., and the mixture was stirred at room temperature for 16 hrs. Saturated aqueous sodium hydrogen carbonate ...